Dataset: the Open Reaction Database (ORD), a public repository of structured organic reaction records. Task: describe an organic reaction: reactants, conditions, products, and yield Starting materials: [OH-].[Na+] (sodium hydroxide), IC=1C=C(C=CC1)OC (3-iodoanisole), CN1C(=NC=C1)[Sn](CCCC)(CCCC)CCCC (1-methyl-2-(tributylstannyl)-1H-imidazole), dichlorobis(triphenylphosphine)palladoim(II). The solvent is CN(C=O)C (N,N-dimethylformamide). Reaction conditions: temperature 60 celsius, time 8 hour. Yields the product COC=1C=C(C=CC1)C=1N(C=CN1)C (2-(3-Methoxyphenyl)-1-methyl-1H-imidazole). Yield: 76.9%. RXN SMILES: I[C:2]1[CH:3]=[C:4]([O:8][CH3:9])[CH:5]=[CH:6][CH:7]=1.[CH3:10][N:11]1[CH:15]=[CH:14][N:13]=[C:12]1[Sn](CCCC)(CCCC)CCCC.[OH-].[Na+]>CN(C)C=O>[CH3:9][O:8][C:4]1[CH:3]=[C:2]([C:12]2[N:11]([CH3:10])[CH:15]=[CH:14][N:13]=2)[CH:7]=[CH:6][CH:5]=1 |f:2.3|. Reported procedure: A mixture of 3-iodoanisole (0.6 mL, 5 mmol), 1-methyl-2-(tributylstannyl)-1H-imidazole (Bull. Chem. Soc. Jpn. 1986, 59, 677, 2.5 g, 6 mmol), and dichlorobis(triphenylphosphine)palladoim(II) (421 mg, 0.6 mmol) in N,N-dimethylformamide (10 mL) was stirred at 60° C. for 8 h under nitrogen atmosphere. The reaction mixture was poured into 2 N sodium hydroxide aqueous solution (10 mL) and the basic mixture was extracted with ethyl acetate (30 mL×6). The combined organic extracts were washed with brine... Procedure details: yellow gum. MS (EI): 324.1 (M+). Prepared from bicyclo[2.2.1]heptane-2,3-dione, [2-(5-Chloro-2-trifluoromethyl-phenyl)-2-oxo-ethyl]-phosphonic acid dimethyl ester, hydrazine mono hydrate. Reactants: C12C(C(C(CC1)C2)=O)=O (bicyclo[2.2.1]heptane-2,3-dione), COP(OC)(=O)CC(=O)C1=C(C=CC(=C1)Cl)C(F)(F)F ([2-(5-Chloro-2-trifluoromethyl-phenyl)-2-oxo-ethyl]-phosphonic acid dimethyl ester), O.NN (hydrazine mono hydrate). RXN SMILES: [CH:1]12[CH2:7][CH:4]([CH2:5][CH2:6]1)[C:3](=O)[C:2]2=O.COP([CH2:16][C:17]([C:19]1[CH:24]=[C:23]([Cl:25])[CH:22]=[CH:21][C:20]=1[C:26]([F:29])([F:28])[F:27])=O)(=O)OC.O.[NH2:31][NH2:32]>>[Cl:25][C:23]1[CH:22]=[CH:21][C:20]([C:26]([F:29])([F:28])[F:27])=[C:19]([C:17]2[N:31]=[N:32][C:2]3[CH:1]4[CH2:7][CH:4]([C:3]=3[CH:16]=2)[CH2:5][CH2:6]4)[CH:24]=1 |f:2.3|. The product is ClC=1C=CC(=C(C1)C=1N=NC=2C3CCC(C2C1)C3)C(F)(F)F ((1SR,8RS)-5-(5-Chloro-2-trifluoromethyl-phenyl)-3,4-diaza-tricyclo[6.2.1.02,7]undeca-2(7),3,5-triene). Reactants: ClC1=CC=2C=3N(C(=NC2C=C1)SC)N=C(N3)C=3OC=CC3 (9-chloro-2-(2-furyl)-5-methylthio[1,2,4]triazolo[1,5-c]quinazoline). Solvent: C(C)(C)N (isopropylamine). Product: ClC1=CC=2C=3N(C(NC2C=C1)=NC(C)C)N=C(N3)C=3OC=CC3 (9-chloro-2-(2-furyl)-5-isopropylimino-5,6-dihydro-[1,2,4]triazolo[1,5-c]quinazoline). Reaction SMILES: [Cl:1][C:2]1[CH:11]=[CH:10][C:9]2[N:8]=[C:7](SC)[N:6]3[N:14]=[C:15]([C:17]4[O:18][CH:19]=[CH:20][CH:21]=4)[N:16]=[C:5]3[C:4]=2[CH:3]=1>C(N)(C)C>[Cl:1][C:2]1[CH:11]=[CH:10][C:9]2[NH:8][C:7](=[N:8][CH:9]([CH3:10])[CH3:4])[N:6]3[N:14]=[C:15]([C:17]4[O:18][CH:19]=[CH:20][CH:21]=4)[N:16]=[C:5]3[C:4]=2[CH:3]=1. Procedure details: As in Example 37, 9-chloro-2-(2-furyl)-5-methylthio[1,2,4]triazolo[1,5-c]quinazoline (1.06 g) is reacted in a stainless steel pressure vessel with isopropylamine (50 ml) at 150° (external temperature) for 6 hours to afford 9-chloro-2-(2-furyl)-5-isopropylimino-5,6-dihydro-[1,2,4]triazolo[1,5-c]quinazoline, which is purified by ethanol recrystallization, mp. 140°-141°. The reactants are O (water), C(C)(C)(C)C=1C=C(C=C(C1O)C(C)(C)C)C=1C(SSC1)=S (4-(3,5-di-t-butyl-4-hydroxyphenyl)-1,2-dithiole-3-thione), solution, [S-][S-].[Na+].[Na+] (sodium disulphide). The solvent is CN(C=O)C (dimethylformamide). Conditions: temperature 100 celsius. Yields the product 27, SC1=C(C(SS1)=S)C1=CC(=C(C(=C1)C(C)(C)C)O)C(C)(C)C (5-mercapto-4-(3,5-di-t-butyl-4-hydroxyphenyl)-1,2-dithiole-3-thione). Reaction SMILES: [C:1]([C:5]1[CH:6]=[C:7]([C:16]2[C:17](=[S:21])[S:18][S:19][CH:20]=2)[CH:8]=[C:9]([C:12]([CH3:15])([CH3:14])[CH3:13])[C:10]=1[OH:11])([CH3:4])([CH3:3])[CH3:2].[S-:22][S-].[Na+].[Na+].O>CN(C)C=O>[SH:22][C:20]1[S:19][S:18][C:17](=[S:21])[C:16]=1[C:7]1[CH:6]=[C:5]([C:1]([CH3:2])([CH3:3])[CH3:4])[C:10]([OH:11])=[C:9]([C:12]([CH3:14])([CH3:15])[CH3:13])[CH:8]=1 |f:1.2.3|. Reported procedure: 33.8 parts of 4-(3,5-di-t-butyl-4-hydroxyphenyl)-1,2-dithiole-3-thione and 40 parts of a 2.5 molar solution of sodium disulphide were dissolved in 40 parts of dimethylformamide and warmed at 100°C for 15 minutes. 500 parts of water were then added, the mixture extracted several times with ether to remove any starting material, and then 60 parts of 3N hydrochloric acid solution were added slowly with stirring. The solid was filtered giving 27 parts of 5-mercapto-4-(3,5-di-t-butyl-4-hydroxyphenyl)... The reactants are C1(=CC=CC=C1)[C@@H]1N[C@@H](CC2=C1NC1=CC=CC=C21)C(=O)OC (cis methyl 1,2,3,4-tetrahydro-1-phenyl-9H-pyrido[3,4-b]indole-3-carboxylate), C1(CCCCC1)N=C=O (cyclohexyl isocyanate). The product is C1(CCCCC1)N1C(N2[C@H](C=3NC=4C=CC=CC4C3C[C@@H]2C1=O)C1=CC=CC=C1)=O (Cis-2-cyclohexyl-5-phenyl-5,6,11,11a-tetrahydro-1H-imidazo[1′,5′:1,6] pyrido [3,4-b]indole-1,3(2H)-dione). RXN SMILES: [C:1]1([C@H:7]2[C:12]3[NH:13][C:14]4[C:19]([C:11]=3[CH2:10][C@@H:9]([C:20](OC)=[O:21])[NH:8]2)=[CH:18][CH:17]=[CH:16][CH:15]=4)[CH:6]=[CH:5][CH:4]=[CH:3][CH:2]=1.[CH:24]1([N:30]=[C:31]=[O:32])[CH2:29][CH2:28][CH2:27][CH2:26][CH2:25]1>>[CH:24]1([N:30]2[C:20](=[O:21])[C@@H:9]3[N:8]([C@@H:7]([C:1]4[CH:6]=[CH:5][CH:4]=[CH:3][CH:2]=4)[C:12]4[NH:13][C:14]5[CH:15]=[CH:16][CH:17]=[CH:18][C:19]=5[C:11]=4[CH2:10]3)[C:31]2=[O:32])[CH2:29][CH2:28][CH2:27][CH2:26][CH2:25]1. Procedure: The same method as employed in the preparation of Example 1 but starting from cis methyl 1,2,3,4-tetrahydro-1-phenyl-9H-pyrido[3,4-b]indole-3-carboxylate and cyclohexyl isocyanate gave after recrystallisation from methanol, the title compound as white crystals m.p.: 267-270° C. Analysis for C25H25N3O2: Calculated: C,75.16;H,6.31 ;N,10.52; Found:C,75.20;H,6.33;N,10.52%.